From a dataset of the Open Reaction Database (ORD), a public repository of structured organic reaction records. describe an organic reaction: reactants, conditions, products, and yield Reactants: CS(=O)C (DMSO), acid, CC1(S[C@H]2N([C@H]1C(=O)[O-])C([C@H]2N[Si](C)(C)C)=O)C (2,2-dimethyl-6β-trimethylsilylaminopenam-3α-carboxylate), amino-acid, C1C(C)O1 (propylene oxide), CS(=O)C (DMSO), ClC(C(=O)ON=C(C(=O)Cl)C=1OC=CC1)Cl (2-dichloroacetoxyimino(fur-2-yl)acetyl chloride), 2s, β-lactam. Run in ClCCl (dichloromethane), ClCCl (dichloromethane). Product: CC1(S[C@H]2N([C@H]1C(=O)O)C([C@H]2NC(C(C=2OC=CC2)=NO)=O)=O)C (2,2-Dimethyl-6β-[2-hydroxyimino-2-(fur-2-yl)acetamido]-penam-3α-carboxylic acid). RXN SMILES: [CH3:1][C:2]1([CH3:18])[C@H:6]([C:7]([O-:9])=[O:8])[N:5]2[C:10](=[O:17])[C@@H:11]([NH:12][Si](C)(C)C)[C@H:4]2[S:3]1.C1OC1C.ClC(Cl)C([O:27][N:28]=[C:29]([C:33]1[O:34][CH:35]=[CH:36][CH:37]=1)[C:30](Cl)=[O:31])=O.CS(C)=O>ClCCl>[CH3:1][C:2]1([CH3:18])[C@H:6]([C:7]([OH:9])=[O:8])[N:5]2[C:10](=[O:17])[C@@H:11]([NH:12][C:30](=[O:31])[C:29](=[N:28][OH:27])[C:33]3[O:34][CH:35]=[CH:36][CH:37]=3)[C@H:4]2[S:3]1. Procedure details: A solution of tirmethylsily 2,2-dimethyl-6β-trimethylsilylaminopenam-3α-carboxylate [prepared from the corresponding amino-acid (0.648 g.)] and propylene oxide (0.75 ml.) in dichloromethane (15 ml) was cooled to 0° and treated dropwise with a solution of 2-dichloroacetoxyimino(fur-2-yl)acetyl chloride [syn-isomer; prepared from the corresponding acid (0.579 g)] in dichloromethane (12 ml.). The resulting solution was maintained at 0° for 1 hour and was then evaporated to small volume and partitio... Starting materials: BrC1=CC(=C(C=C1F)C1CC2(OCCO2)CC1)F (7-(4-bromo-2,5-difluorophenyl)-1,4-dioxaspiro[4.4]nonane), C(CCC)[Li] (n-butyl lithium), C(=O)=O (dry ice), C(=O)=O (dry ice). Run in O1CCCC1 (tetrahydrofuran). Product: FC1=C(C(=O)O)C=C(C(=C1)C1CC2(OCCO2)CC1)F (2,5-Difluoro-4-(1,4-dioxaspiro[4.4]non-7-yl)benzoic acid). As a reaction SMILES: Br[C:2]1[C:7]([F:8])=[CH:6][C:5]([CH:9]2[CH2:17][CH2:16][C:11]3([O:15][CH2:14][CH2:13][O:12]3)[CH2:10]2)=[C:4]([F:18])[CH:3]=1.C([Li])CCC.[C:24](=[O:26])=[O:25]>O1CCCC1>[F:8][C:7]1[CH:6]=[C:5]([CH:9]2[CH2:17][CH2:16][C:11]3([O:15][CH2:14][CH2:13][O:12]3)[CH2:10]2)[C:4]([F:18])=[CH:3][C:2]=1[C:24]([OH:26])=[O:25]. Reported procedure: A solution of 31.9 g (0.1 mol) of 7-(4-bromo-2,5-difluorophenyl)-1,4-dioxaspiro[4.4]nonane in 300 ml of dry tetrahydrofuran, under an argon atmosphere at -78° C., was treated with 40 ml (0.1 mol) of 2.5 M n-butyl lithium (hexane solution). The solution was warmed to -40° and poured onto 500 g of finely crushed dry ice and the mixture allowed to stand until the dry ice evaporated (18 hours). The solvent was evaporated in vacuo and the residue partitioned between ethyl acetate/1.0 M hydrochloric a... Starting materials: CCOC(=O)c1nc2cc(C)ccc2[nH]c1=O, CC(=O)O, O, O=[N+]([O-])O. The product is CCOC(=O)c1nc2cc(C)c([N+](=O)[O-])cc2[nH]c1=O. Reaction SMILES: [CH2:1]([CH3:2])[O:3][C:4](=[O:5])[c:6]1[n:7][c:8]2[cH:9][c:10]([CH3:17])[cH:11][cH:12][c:13]2[nH:14][c:15]1=[O:16].[CH3:23][C:24](=[O:25])[OH:26].[OH2:22].[OH:18][N+:19]([O-:20])=[O:21]>>[CH2:1]([CH3:2])[O:3][C:4](=[O:5])[c:6]1[n:7][c:8]2[cH:9][c:10]([CH3:17])[c:11]([N+:19](=[O:18])[O-:20])[cH:12][c:13]2[nH:14][c:15]1=[O:16]. Reactants: C(=O)([O-])[O-].[Cs+].[Cs+] (Cs2CO3), BrCC(=O)OCC (ethyl bromoacetate), FC1=CC(=C(C=C1)C1=NC=CC2=CC(=CC=C12)S(=O)(=O)N(C=1SC=CN1)CC1=CC=C(C=C1)OC)O (1-(4-fluoro-2-hydroxyphenyl)-N-(4-methoxybenzyl)-N-(thiazol-2-yl)isoquinoline-6-sulfonamide). Run in CN(C)C=O (DMF), CCOC(=O)C (EtOAc). Conditions: temperature 60 celsius, time 16 hour. Product: FC=1C=CC(=C(OCC(=O)OCC)C1)C1=NC=CC2=CC(=CC=C12)S(N(C=1SC=CN1)CC1=CC=C(C=C1)OC)(=O)=O (ethyl 2-(5-fluoro-2-(6-(N-(4-methoxybenzyl)-N-(thiazol-2-yl)sulfamoyl)isoquinolin-1-yl)phenoxy)acetate). Reaction SMILES: C([O-])([O-])=O.[Cs+].[Cs+].Br[CH2:8][C:9]([O:11][CH2:12][CH3:13])=[O:10].[F:14][C:15]1[CH:20]=[CH:19][C:18]([C:21]2[C:30]3[C:25](=[CH:26][C:27]([S:31]([N:34]([CH2:40][C:41]4[CH:46]=[CH:45][C:44]([O:47][CH3:48])=[CH:43][CH:42]=4)[C:35]4[S:36][CH:37]=[CH:38][N:39]=4)(=[O:33])=[O:32])=[CH:28][CH:29]=3)[CH:24]=[CH:23][N:22]=2)=[C:17]([OH:49])[CH:16]=1>CN(C=O)C.CCOC(C)=O>[F:14][C:15]1[CH:20]=[CH:19][C:18]([C:21]2[C:30]3[C:25](=[CH:26][C:27]([S:31](=[O:32])(=[O:33])[N:34]([CH2:40][C:41]4[CH:46]=[CH:45][C:44]([O:47][CH3:48])=[CH:43][CH:42]=4)[C:35]4[S:36][CH:37]=[CH:38][N:39]=4)=[CH:28][CH:29]=3)[CH:24]=[CH:23][N:22]=2)=[C:17]([CH:16]=1)[O:49][CH2:8][C:9]([O:11][CH2:12][CH3:13])=[O:10] |f:0.1.2|. Procedure details: A mixture of Cs2CO3 (0.281 g, 0.863 mmol), ethyl bromoacetate (0.048 ml, 0.431 mmol) and 1-(4-fluoro-2-hydroxyphenyl)-N-(4-methoxybenzyl)-N-(thiazol-2-yl)isoquinoline-6-sulfonamide (From Step 1 in Example 189; 0.15 g, 0.288 mmol) in DMF (2.88 ml) was stirred at 60° C. for 16 h. The reaction mixture was diluted with EtOAc (75 mL) and washed with water (2×50 mL). The organic layer was dried over anhydrous sodium sulfate, concentrated and purified by silica gel chromatography (25 g column), eluting... The reactants are C(C)(C)NC(C)C (diisopropylamine), C(CCC)[Li] (n-butyllithium), CI (methyl iodide), C(C)(=O)C=1C(OC(=CC1O)C)=O (3-acetyl-6-methyl-4-hydroxy-2-pyrone). The solvent is O1CCCC1 (tetrahydrofuran), CN(P(=O)(N(C)C)N(C)C)C (hexamethylphosphoramide). Run at temperature -10 celsius. The product is C(C)(=O)C=1C(OC(=CC1O)CC)=O (3-acetyl-6-ethyl-4-hydroxy-2-pyrone). The yield is 47.1%. Reaction SMILES: C(N[CH:5]([CH3:7])[CH3:6])(C)C.C([Li])CCC.[C:13]([C:16]1[C:17](=[O:24])[O:18]C(C)=[CH:20][C:21]=1[OH:22])(=[O:15])[CH3:14].CI>O1CCCC1.CN(C)P(N(C)C)(N(C)C)=O>[C:13]([C:16]1[C:17](=[O:18])[O:24][C:7]([CH2:5][CH3:6])=[CH:20][C:21]=1[OH:22])(=[O:15])[CH3:14]. Procedure: A solution of diisopropylamine (2.6 mL, 18.1 mmol) in anhydrous tetrahydrofuran (5 mL) under argon at −40° C. was treated dropwise with n-butyllithium (7.0 mL, 2.5 M in hexanes). The resulting solution was allowed to warm to −10° C. over 15 minutes. In a separate flask, hexamethylphosphoramide (2 mL) and 3-acetyl-6-methyl-4-hydroxy-2-pyrone (923 mg, 5.49 mmol) were combined and azeotroped to dryness with benzene (3×25 mL) before being dissolved in anhydrous tetrahydrofuran (5 mL). To the LDA sol...